describe an organic reaction: reactants, conditions, products, and yield From a dataset of the Open Reaction Database (ORD), a public repository of structured organic reaction records. The reactants are FC(C(F)(F)F)(C1=NC2=CC=C(C=C2C=C1)C(=O)OC(C)(C)C)F (tert-butyl 2-pentafluoroethylquinoline-6-carboxylate), FC(C(=O)O)(F)F (trifluoroacetic acid). Solvent: ClCCl (dichloromethane). Reaction conditions: time 16 hour. The product is crude product, FC(C(F)(F)F)(C1=NC2=CC=C(C=C2C=C1)C(=O)O)F (2-pentafluoroethylquinoline-6-carboxylic acid). Yield: 101.2%. Reaction SMILES: [F:1][C:2]([F:24])([C:7]1[CH:16]=[CH:15][C:14]2[C:9](=[CH:10][CH:11]=[C:12]([C:17]([O:19]C(C)(C)C)=[O:18])[CH:13]=2)[N:8]=1)[C:3]([F:6])([F:5])[F:4].FC(F)(F)C(O)=O>ClCCl>[F:24][C:2]([F:1])([C:7]1[CH:16]=[CH:15][C:14]2[C:9](=[CH:10][CH:11]=[C:12]([C:17]([OH:19])=[O:18])[CH:13]=2)[N:8]=1)[C:3]([F:6])([F:5])[F:4]. Procedure: To a solution of tert-butyl 2-pentafluoroethylquinoline-6-carboxylate (165 mg, 0.475 mmol) in dichloromethane (5 mL), cooled to 0° C., was added trifluoroacetic acid (2 mL, 26 mmol) and the reaction mixture allowed to warm to room temperature and stirred for 16 h. The reaction mixture was concentrated under reduced pressure to give the crude product, 2-pentafluoroethylquinoline-6-carboxylic acid (140 mg, 100%). 1H NMR (400 MHz, CDCl3+2drops CD3OD) δ 7.79 (1H, d), 8.26 (1H, d), 8.39 (1H, dd), 8.4... The reactants are C(CCl)Cl (EDC), N1N=C(N=C1)C(=O)O (1H-1,2,4-triazole-3-carboxylic acid), C=1C=CC2=C(C1)N=NN2O (HOBT), NCC=1C(=C(C(=CC1)Cl)OC=1C=C(C#N)C=C(C1)Cl)F (3-{[3-(aminomethyl)-6-chloro-2-fluorophenyl]oxy}-5-chlorobenzonitrile). Run in CN(C)C=O (DMF). Product: ClC1=C(C(=C(C=C1)CNC(=O)C1=NNC=N1)F)OC1=CC(=CC(=C1)C#N)Cl (N-({4-chloro-3-[(3-chloro-5-cyanophenyl)oxy]-2-fluorophenyl}methyl)-1H-1,2,4-triazole-3-carboxamide). Isolated yield 39.1%. As a reaction SMILES: C(Cl)CCl.C1C=CC2N(O)N=NC=2C=1.[NH2:15][CH2:16][C:17]1[C:18]([F:34])=[C:19]([O:24][C:25]2[CH:26]=[C:27]([CH:30]=[C:31]([Cl:33])[CH:32]=2)[C:28]#[N:29])[C:20]([Cl:23])=[CH:21][CH:22]=1.[NH:35]1[CH:39]=[N:38][C:37]([C:40](O)=[O:41])=[N:36]1>CN(C=O)C>[Cl:23][C:20]1[CH:21]=[CH:22][C:17]([CH2:16][NH:15][C:40]([C:37]2[N:38]=[CH:39][NH:35][N:36]=2)=[O:41])=[C:18]([F:34])[C:19]=1[O:24][C:25]1[CH:26]=[C:27]([C:28]#[N:29])[CH:30]=[C:31]([Cl:33])[CH:32]=1. Procedure details: The title compound was prepared in a similar manner to that described herein using EDC (0.068 g, 0.354 mmol), HOBT (0.048 g, 0.354 mmol), 3-{[3-(aminomethyl)-6-chloro-2-fluorophenyl]oxy}-5-chlorobenzonitrile (0.100 g, 0.321 mmol) and 1H-1,2,4-triazole-3-carboxylic acid (0.036 g, 0.321 mmol) in DMF (2 mL) to give title compound (0.051 g, 39%) as a white solid. 1H NMR (400 MHz, DMSO-d6) (95° C.) δ ppm 14.24 (br. s., 1H), 8.60 (br. s., 1H), 7.72 (s, 1H), 7.33-7.49 (m, 5H), 4.55 (d, 2H). ES MS: m/z ... Starting materials: C(C)(C)(C)OC(NCCCCNC(=S)N=CN(C)C)=O ([4-(3-Dimethylaminomethylene-thioureido)-butyl]-carbamic acid tert-butyl ester), CC1=C(C(CBr)=O)C=CC=C1 (2-methyl phenacylbromide). The product is C(C)(C)(C)OC(NCCCCNC=1SC(=CN1)C(C1=C(C=CC=C1)C)=O)=O ({4-[5-(2-Methyl-benzoyl)-thiazol-2-ylamino]-butyl}-carbamic Acid tert-Butyl Ester). The yield is 69.0%. As a reaction SMILES: [C:1]([O:5][C:6](=[O:20])[NH:7][CH2:8][CH2:9][CH2:10][CH2:11][NH:12][C:13]([N:15]=[CH:16]N(C)C)=[S:14])([CH3:4])([CH3:3])[CH3:2].[CH3:21][C:22]1[CH:31]=[CH:30][CH:29]=[CH:28][C:23]=1[C:24](=[O:27])[CH2:25]Br>>[C:1]([O:5][C:6](=[O:20])[NH:7][CH2:8][CH2:9][CH2:10][CH2:11][NH:12][C:13]1[S:14][C:25]([C:24](=[O:27])[C:23]2[CH:28]=[CH:29][CH:30]=[CH:31][C:22]=2[CH3:21])=[CH:16][N:15]=1)([CH3:2])([CH3:3])[CH3:4]. Reported procedure: The title compound was synthesised from [4-(3-Dimethylaminomethylene-thioureido)-butyl]-carbamic acid tert-butyl ester and 2-methyl phenacylbromide (Literature: WO9907666) according to the procedure described for Example 25 in 69% yield. MS (m/e): 390.2 (MH+, 100%). The reactants are FC1=C(C=CC(=C1)NC(=O)OC1=CC=CC=C1)C(C(=O)OC)C(=O)OC (dimethyl 2-(2-fluoro-4-(phenoxycarbonylamino)phenyl)malonate), [BH4-].[Na+] (NaBH4), [Cl-].[Li+] (lithium chloride). Run in C(C)O (ethanol), C1CCOC1 (THF). Reaction conditions: temperature 0 celsius, time 5 hour. The product is OCC(CO)C1=C(C=C(C=C1)NC(OC1=CC=CC=C1)=O)F (phenyl 4-(1,3-dihydroxypropan-2-yl)-3-fluorophenylcarbamate). Yield: 19.0%. RXN SMILES: [F:1][C:2]1[CH:7]=[C:6]([NH:8][C:9]([O:11][C:12]2[CH:17]=[CH:16][CH:15]=[CH:14][CH:13]=2)=[O:10])[CH:5]=[CH:4][C:3]=1[CH:18]([C:23](OC)=[O:24])[C:19](OC)=[O:20].[BH4-].[Na+].[Cl-].[Li+]>C(O)C.C1COCC1>[OH:24][CH2:23][CH:18]([C:3]1[CH:4]=[CH:5][C:6]([NH:8][C:9](=[O:10])[O:11][C:12]2[CH:17]=[CH:16][CH:15]=[CH:14][CH:13]=2)=[CH:7][C:2]=1[F:1])[CH2:19][OH:20] |f:1.2,3.4|. Reported procedure: To a stirred solution of dimethyl 2-(2-fluoro-4-(phenoxycarbonylamino)phenyl)malonate (3.0 g, 8.31 mmol, 1.0 eq) in ethanol (15 mL) and THF (15 mL) was added NaBH4 (621 mg, 16.62 mmol, 2.0 eq) followed by lithium chloride (705 g, 16.62 mmol, 2.0 eq) at 0° C. and the mixture was stirred at 0° C. for 5 h. The solvent was evaporated and the residue diluted with water (30 mL) and extracted with EtOAc (2×50 mL). The organic layer was separated, washed with brine, dried over Na2SO4 and evaporated. The...